From a dataset of the Open Reaction Database (ORD), a public repository of structured organic reaction records. describe an organic reaction: reactants, conditions, products, and yield Reactants: O1CCN(CC1)CC1=CC(=NO1)C(=O)OCC (ethyl 5-(morpholinomethyl)isoxazole-3-carboxylate), [OH-].[Na+] (sodium hydroxide). Product: O1CCN(CC1)CC1=CC(=NO1)C(=O)O (5-(morpholinomethyl)isoxazole-3-carboxylic acid). Reaction SMILES: [O:1]1[CH2:6][CH2:5][N:4]([CH2:7][C:8]2[O:12][N:11]=[C:10]([C:13]([O:15]CC)=[O:14])[CH:9]=2)[CH2:3][CH2:2]1.[OH-].[Na+]>>[O:1]1[CH2:6][CH2:5][N:4]([CH2:7][C:8]2[O:12][N:11]=[C:10]([C:13]([OH:15])=[O:14])[CH:9]=2)[CH2:3][CH2:2]1 |f:1.2|. Reported procedure: The title compound was prepared from ethyl 5-(morpholinomethyl)isoxazole-3-carboxylate (0.2 g, 0.85 mmol) and sodium hydroxide solution (2 mL) using the method of Example 225(b). Yield 0.25 g. 1H NMR (400 MHz; D2O): δ 3.46 (m, 4H), 3.99 (m, 4H), 4.72 (s, 2H), 7.10 (m, 1H). Reactants: C=CCCBr, COC(=O)c1ccc(O)cn1, C=CCCOc1ccc(C(=O)OC)nc1, O=C(O)c1ccc(OCC2CC2)cn1. Yields the product C=CCCOc1ccc(C(=O)O)nc1. RXN SMILES: [Br:26][CH2:27][CH2:28][CH:29]=[CH2:30].[CH3:15][O:16][C:17]([c:18]1[cH:19][cH:20][c:21]([OH:22])[cH:23][n:24]1)=[O:25].[CH3:31][O:32][C:33]([c:34]1[cH:35][cH:36][c:37]([O:38][CH2:39][CH2:40][CH:41]=[CH2:42])[cH:43][n:44]1)=[O:45].[CH:1]1([CH2:4][O:5][c:6]2[cH:7][cH:8][c:9]([C:12](=[O:13])[OH:14])[n:10][cH:11]2)[CH2:2][CH2:3]1>>[CH2:1]([CH:2]=[CH2:3])[CH2:4][O:5][c:6]1[cH:7][cH:8][c:9]([C:12](=[O:13])[OH:14])[n:10][cH:11]1. Starting materials: FC1=C(C=C(C=C1)F)C(C=1C=NC=CC1)O (3-[(2,5-difluorophenyl)-hydroxymethyl]pyridine), C(C)OCC (diethyl ether), ClC1=CC=C(C=C1)S (4-chlorobenzenethiol), C([O-])([O-])=O.[K+].[K+] (potassium carbonate). Run in S(=O)(Cl)Cl (thionyl chloride), C(C)(=O)OCC (ethyl acetate), CCCCCC (hexane), CN(C=O)C (dimethylformamide), CN(C=O)C (dimethylformamide). Conditions: time 14 hour. The product is ClC1=CC=C(C=C1)SC(C=1C=NC=CC1)C1=C(C=CC(=C1)F)F (3-[[(4-Chlorophenyl)thio]-(2,5-difluorophenyl)methyl]pyridine). Isolated yield 96.6%. RXN SMILES: [F:1][C:2]1[CH:7]=[CH:6][C:5]([F:8])=[CH:4][C:3]=1[CH:9](O)[C:10]1[CH:11]=[N:12][CH:13]=[CH:14][CH:15]=1.[Cl:17][C:18]1[CH:23]=[CH:22][C:21]([SH:24])=[CH:20][CH:19]=1.C(=O)([O-])[O-].[K+].[K+].C(OCC)C>S(Cl)(Cl)=O.CN(C)C=O.C(OCC)(=O)C.CCCCCC>[Cl:17][C:18]1[CH:23]=[CH:22][C:21]([S:24][CH:9]([C:3]2[CH:4]=[C:5]([F:8])[CH:6]=[CH:7][C:2]=2[F:1])[C:10]2[CH:11]=[N:12][CH:13]=[CH:14][CH:15]=2)=[CH:20][CH:19]=1 |f:2.3.4|. Procedure: The 3-[(2,5-difluorophenyl)-hydroxymethyl]pyridine (87 mg, 0.39 mmol) obtained in Referential Example 11 was dissolved in thionyl chloride (1.0 ml). A catalytic amount of dimethylformamide was added to the resulting solution and the resulting mixture was stirred for 14 hours. The reaction mixture was concentrated under reduced pressure. To the residue was added dioxane and the resulting mixture was concentrated further. The residue thus obtained was dissolved in dimethylformamide (5 ml), followe... Reactants: [OH-].[Na+] (sodium hydroxide), COC(CC1=CC=C(C=C1)C1=C(C=C(C=C1)C(CC)(C1=CC(=C(C=C1)\C=C\C1(CCCC1)O)C)CC)C)=O ((E)-[4′-(1-ethyl-1-{4-[2-(1-hydroxy-cyclopentyl)-vinyl]-3-methyl-phenyl}-propyl)-2′-methyl-biphenyl-4-yl]-acetic acid methyl ester), [Cl-].[NH4+] (ammonium chloride). Solvent: CO.O1CCCC1 (methanol tetrahydrofuran). Reaction conditions: time 8 hour. Yields the product C(C)C(CC)(C1=CC(=C(C=C1)\C=C\C1(CCCC1)O)C)C1=CC(=C(C=C1)C1=CC=C(C=C1)CC(=O)O)C ((E)-[4′-(1-ethyl-1-{4-[2-(1-hydroxy-cyclopentyl)-vinyl]-3-methyl-phenyl}-propyl)-2′-methyl-biphenyl-4-yl]-acetic Acid). Isolated yield 47.0%. As a reaction SMILES: [OH-].[Na+].C[O:4][C:5](=[O:40])[CH2:6][C:7]1[CH:12]=[CH:11][C:10]([C:13]2[CH:18]=[CH:17][C:16]([C:19]([CH2:37][CH3:38])([C:22]3[CH:27]=[CH:26][C:25](/[CH:28]=[CH:29]/[C:30]4([OH:35])[CH2:34][CH2:33][CH2:32][CH2:31]4)=[C:24]([CH3:36])[CH:23]=3)[CH2:20][CH3:21])=[CH:15][C:14]=2[CH3:39])=[CH:9][CH:8]=1.[Cl-].[NH4+]>CO.O1CCCC1>[CH2:20]([C:19]([C:16]1[CH:17]=[CH:18][C:13]([C:10]2[CH:9]=[CH:8][C:7]([CH2:6][C:5]([OH:40])=[O:4])=[CH:12][CH:11]=2)=[C:14]([CH3:39])[CH:15]=1)([C:22]1[CH:27]=[CH:26][C:25](/[CH:28]=[CH:29]/[C:30]2([OH:35])[CH2:34][CH2:33][CH2:32][CH2:31]2)=[C:24]([CH3:36])[CH:23]=1)[CH2:37][CH3:38])[CH3:21] |f:0.1,3.4,5.6|. Procedure details: A 1 N sodium hydroxide aqueous solution (0.090 mL, 0.090 mmol) was added to a solution of (E)-[4′-(1-ethyl-1-{4-[2-(1-hydroxy-cyclopentyl)-vinyl]-3-methyl-phenyl}-propyl)-2′-methyl-biphenyl-4-yl]-acetic acid methyl ester (Example 53-(1); 15.3 mg, 0.030 mmol) in methanol-tetrahydrofuran (1:1, 2 mL), and the mixture was stirred at room temperature overnight. The reaction mixture was then poured into a saturated aqueous ammonium chloride solution, followed by extraction with dichloromethane. The or...